The task is: describe an organic reaction: reactants, conditions, products, and yield. This data is from the Open Reaction Database (ORD), a public repository of structured organic reaction records. The reactants are C(#N)C1=CC=C(C=C1)CC(=O)N1CC2=CC(=CC=C2CC1)NS(=O)(=O)C=1C=CC=C2C=CC=NC12 (2-[(4-cyanophenyl)-acetyl]-7-(quinoline-8-sulphonylamino)-1,2,3,4-tetrahydro-isoquinoline), Cl.C([O-])([O-])=O.[NH4+].[NH4+] (hydrochloric acid ammonium carbonate). Run in C(C)O (ethanol). The product is Cl.C(N)(=N)C1=CC=C(C=C1)CC(=O)N1CC2=CC(=CC=C2CC1)NS(=O)(=O)C=1C=CC=C2C=CC=NC12 (2-[(4-Amidinophenyl)-acetyl]-7-(quinoline-8-sulphonylamino)-1,2,3,4-tetrahydro-isoquinoline-hydrochloride). RXN SMILES: [C:1]([C:3]1[CH:8]=[CH:7][C:6]([CH2:9][C:10]([N:12]2[CH2:21][CH2:20][C:19]3[C:14](=[CH:15][C:16]([NH:22][S:23]([C:26]4[CH:27]=[CH:28][CH:29]=[C:30]5[C:35]=4[N:34]=[CH:33][CH:32]=[CH:31]5)(=[O:25])=[O:24])=[CH:17][CH:18]=3)[CH2:13]2)=[O:11])=[CH:5][CH:4]=1)#[N:2].[ClH:36].C(=O)([O-])[O-].[NH4+:41].[NH4+]>C(O)C>[ClH:36].[C:1]([C:3]1[CH:8]=[CH:7][C:6]([CH2:9][C:10]([N:12]2[CH2:21][CH2:20][C:19]3[C:14](=[CH:15][C:16]([NH:22][S:23]([C:26]4[CH:27]=[CH:28][CH:29]=[C:30]5[C:35]=4[N:34]=[CH:33][CH:32]=[CH:31]5)(=[O:25])=[O:24])=[CH:17][CH:18]=3)[CH2:13]2)=[O:11])=[CH:5][CH:4]=1)(=[NH:41])[NH2:2] |f:1.2.3.4,6.7|. Procedure: Prepared analogously to Example 1e from 2-[(4-cyanophenyl)-acetyl]-7-(quinoline-8-sulphonylamino)-1,2,3,4-tetrahydro-isoquinoline and hydrochloric acid/ammonium carbonate in ethanol. Reactants: BrCC(C(CCl)(C)C)=O (1-bromo-4-chloro-3,3-dimethyl-butan-2-one), ClC1=CC=C(C=C1)C1=CC=C(C=C1)O (4-(4-chlorophenyl)-phenol), C([O-])([O-])=O.[K+].[K+] (potassium carbonate). Solvent: CC(=O)C (acetone). Reaction conditions: time 15 hour. The product is ClCC(C(COC1=CC=C(C=C1)C1=CC=C(C=C1)Cl)=O)(C)C (4-chloro-1-[4-(4-chlorophenyl)-phenoxy]-3,3-dimethyl-butan-2-one). The yield is 55.6%. RXN SMILES: Br[CH2:2][C:3](=[O:9])[C:4]([CH3:8])([CH3:7])[CH2:5][Cl:6].[Cl:10][C:11]1[CH:16]=[CH:15][C:14]([C:17]2[CH:22]=[CH:21][C:20]([OH:23])=[CH:19][CH:18]=2)=[CH:13][CH:12]=1.C(=O)([O-])[O-].[K+].[K+]>CC(C)=O>[Cl:6][CH2:5][C:4]([CH3:8])([CH3:7])[C:3](=[O:9])[CH2:2][O:23][C:20]1[CH:19]=[CH:18][C:17]([C:14]2[CH:15]=[CH:16][C:11]([Cl:10])=[CH:12][CH:13]=2)=[CH:22][CH:21]=1 |f:2.3.4|. Procedure details: 42.7 g (0.2 mol) of 1-bromo-4-chloro-3,3-dimethyl-butan-2-one were added dropwise to a boiling suspension of 41 g (0.2 mol) of 4-(4-chlorophenyl)-phenol and 28 g (0.2 mol) of potassium carbonate in 300 ml of absolute acetone. The mixture was stirred for 15 hours under reflux and was then allowed to cool and the inorganic residue was filtered off and rinsed with acetone. The filtrate was concentrated by distilling off the solvent in vacuo. The residue crystallized after the addition of 50 ml of d... Reactants: FC1=CC=C(C=C1)C1=C(N=C(N1/C=C/C(=O)OC)C(C)C)C=1C=NC=CC1 (Methyl (E)-3-[5-(4-fluorophenyl)-2-(1-methylethyl)-4-(3-pyridinyl)-1H-imidazol-1-yl]-2-propenoate), 1'-oxide, [H-].C(C(C)C)[Al+]CC(C)C (diisobutylaluminium hydride). Run in ClCCl (dichloromethane). Reaction conditions: time 1 hour. Product: FC1=CC=C(C=C1)C1=C(N=C(N1/C=C/CO)C(C)C)C=1C=NC=CC1 ((E)-3-[5-(4-Fluorophenyl)-2-(1-methylethyl)-4-(3-pyridinyl)-1H-imidazol-1-yl]-2-propenol). Reaction SMILES: [F:1][C:2]1[CH:7]=[CH:6][C:5]([C:8]2[N:12](/[CH:13]=[CH:14]/[C:15](OC)=[O:16])[C:11]([CH:19]([CH3:21])[CH3:20])=[N:10][C:9]=2[C:22]2[CH:23]=[N:24][CH:25]=[CH:26][CH:27]=2)=[CH:4][CH:3]=1.[H-].C([Al+]CC(C)C)C(C)C>ClCCl>[F:1][C:2]1[CH:3]=[CH:4][C:5]([C:8]2[N:12](/[CH:13]=[CH:14]/[CH2:15][OH:16])[C:11]([CH:19]([CH3:21])[CH3:20])=[N:10][C:9]=2[C:22]2[CH:23]=[N:24][CH:25]=[CH:26][CH:27]=2)=[CH:6][CH:7]=1 |f:1.2|. Procedure details: Methyl (E)-3-[5-(4-fluorophenyl)-2-(1-methylethyl)-4-(3-pyridinyl)-1H-imidazol-1-yl]-2-propenoate, 1'-oxide (0.18 g) in dichloromethane (3 ml) at 3° under nitrogen was treated with diisobutylaluminium hydride (1.5M in toluene; 0.94 ml). The mixture was stirred at 0° for 1 h and then quenched with water (1 ml) and extracted with ethyl acetate. The extracts were washed with brine, dried and evaporated. The residue was purified by CC eluting with a mixture of ethyl acetate, petroleum ether (bp. 40°... The yield is 30.1%. As a reaction SMILES: [Br:1][C:2]1[C:6]2[NH:7][C:8]([CH3:13])([CH3:12])[NH:9][C:10](=[O:11])[C:5]=2[S:4][C:3]=1[C:14]1[CH:15]=[N:16][NH:17][CH:18]=1.Cl.C([O-])(O)=O.[Na+].[O-]S([O-])(=O)=O.[Mg+2].[C:31]1(=O)[CH2:36]CCC[CH2:32]1.CC1C=CC(S(O)(=O)=O)=CC=1>CN(C=O)C.CO>[Br:1][C:2]1[C:6]2[NH:7][C:8]3([CH2:12][CH2:36][CH2:31][CH2:32][CH2:13]3)[NH:9][C:10](=[O:11])[C:5]=2[S:4][C:3]=1[C:14]1[CH:15]=[N:16][NH:17][CH:18]=1 |f:2.3,4.5|. Solvent: CO (MeOH), CN(C)C=O (DMF). Yields the product BrC1=C(SC2=C1NC1(NC2=O)CCCCC1)C=1C=NNC1 (7′-bromo-6′-(1H-pyrazol-4-yl)-1′H-spiro [cyclohexane-1,2′-thieno[3,2-d]pyrimidin]-4′(3′H)-one). Reported procedure: A mixture of 7-bromo-2,2-dimethyl-6-(1H-pyrazol-4-yl)-2,3-dihydrothieno[3,2-d]pyrimidin-4(1H)-one (50 mg, 0.153 mmol), 1 M HCl (0.5 mL, 0.50 mmol) and MeOH (2.5 mL) was stirred at 50° C. After 1 h, the mixture was poured into saturated aqueous NaHCO3 and extracted with EtOAc, and the extract was dried over MgSO4, filtered and concentrated under reduced pressure. The residue was mixed with MgSO4 (18.4 mg, 0.153 mmol), cyclohexanone (1 mL, 9.65 mmol), PTSA (2.9 mg, 0.015 mmol) and DMF (1 mL). The ... Conditions: temperature 50 celsius, time 1 hour. The reactants are BrC1=C(SC2=C1NC(NC2=O)(C)C)C=2C=NNC2 (7-bromo-2,2-dimethyl-6-(1H-pyrazol-4-yl)-2,3-dihydrothieno[3,2-d]pyrimidin-4(1H)-one), Cl (HCl), C(=O)(O)[O-].[Na+] (NaHCO3), [O-]S(=O)(=O)[O-].[Mg+2] (MgSO4), C1(CCCCC1)=O (cyclohexanone), CC=1C=CC(=CC1)S(=O)(=O)O (PTSA), C(=O)(O)[O-].[Na+] (NaHCO3). The reactants are OC(CN1N=C(C=C1)NC([C@H](CC(C)C)N1C(C=C(C1)OC1=C(C=CC=C1)Cl)=O)=O)(C)C ((S)-2-[4-(2-Chloro-phenoxy)-2-oxo-2,5-dihydro-pyrrol-1-yl]-4-methyl-pentanoic acid [1-(2-hydroxy-2-methyl-propyl)-1H-pyrazol-3-yl]-amide), Cl.CN(CCCN=C=NCC)C (1-(3-dimethylaminopropyl)-3-ethylcarbodiimide hydrochloride), ON1N=NC2=C1C=CC=C2 (1-hydroxybenzotriazole), COCCC1=NSC(=N1)N (3-(2-methoxy-ethyl)-[1,2,4]thiadiazol-5-ylamine). Solvent: ClCCl (dichloromethane). Run at temperature 25 celsius, time 8 hour. Yields the product COCCC1=NSC(=N1)NC([C@H](CC(C)C)N1C(C=C(C1)OC1=C(C=CC=C1)Cl)=O)=O ((S)-2-[4-(2-chloro-phenoxy)-2-oxo-2,5-dihydro-pyrrol-1-yl]-4-methyl-pentanoic acid [3-(2-methoxy-ethyl)-[1,2,4]thiadiazol-5-yl]-amide). Isolated yield 28.1%. Reaction SMILES: OC(C)(C)CN1C=C[C:6]([NH:9][C:10](=[O:30])[C@@H:11]([N:16]2[CH2:20][C:19]([O:21][C:22]3[CH:27]=[CH:26][CH:25]=[CH:24][C:23]=3[Cl:28])=[CH:18][C:17]2=[O:29])[CH2:12][CH:13]([CH3:15])[CH3:14])=[N:5]1.Cl.CN(C)CCCN=C=NCC.ON1C2C=CC=CC=2N=N1.[CH3:55][O:56][CH2:57][CH2:58][C:59]1N=C(N)[S:61][N:60]=1>ClCCl>[CH3:55][O:56][CH2:57][CH2:58][C:59]1[N:5]=[C:6]([NH:9][C:10](=[O:30])[C@@H:11]([N:16]2[CH2:20][C:19]([O:21][C:22]3[CH:27]=[CH:26][CH:25]=[CH:24][C:23]=3[Cl:28])=[CH:18][C:17]2=[O:29])[CH2:12][CH:13]([CH3:15])[CH3:14])[S:61][N:60]=1 |f:1.2|. Procedure details: To a solution of (S)-2-[4-(2-chloro-phenoxy)-2-oxo-2,5-dihydro-pyrrol-1-yl]-4-methyl-pentanoic acid (prepared as in Example 64, 84 mg, 0.26 mmol) in dichloromethane (1.00 mL) was added 1-(3-dimethylaminopropyl)-3-ethylcarbodiimide hydrochloride (71 mg, 0.37 mmol) and 1-hydroxybenzotriazole (45 mg, 0.33 mmol). The resulting solution was stirred for 5 min before 3-(2-methoxy-ethyl)-[1,2,4]thiadiazol-5-ylamine (50 mg, 0.31 mmol) was added and the resulting mixture stirred at 25° C. overnight. The m... Reactants: [Al+3], CCCNC(=O)CCCOCc1ccccc1, C1CCOC1, [H-], [H-], [H-], [H-], [Li+]. The product is CCCNCCCCOCc1ccccc1. Reaction SMILES: [Al+3:19].[CH2:1]([c:2]1[cH:3][cH:4][cH:5][cH:6][cH:7]1)[O:8][CH2:9][CH2:10][CH2:11][C:12](=[O:13])[NH:14][CH2:15][CH2:16][CH3:17].[CH2:24]1[O:25][CH2:26][CH2:27][CH2:28]1.[H-:18].[H-:21].[H-:22].[H-:23].[Li+:20]>>[CH2:1]([c:2]1[cH:3][cH:4][cH:5][cH:6][cH:7]1)[O:8][CH2:9][CH2:10][CH2:11][CH2:12][NH:14][CH2:15][CH2:16][CH3:17].